Dataset: the Open Reaction Database (ORD), a public repository of structured organic reaction records. Task: describe an organic reaction: reactants, conditions, products, and yield Reactants: B, CC(C)(Sc1nc(CC(=O)O)cs1)C(=O)O, C1CCOC1, C1CCOC1. Product: CC(C)(Sc1nc(CCO)cs1)C(=O)O. As a reaction SMILES: [BH3:22].[C:1](=[O:2])([OH:3])[CH2:4][c:5]1[n:6][c:7]([S:10][C:11]([C:12](=[O:13])[OH:14])([CH3:15])[CH3:16])[s:8][cH:9]1.[O:17]1[CH2:18][CH2:19][CH2:20][CH2:21]1.[O:23]1[CH2:24][CH2:25][CH2:26][CH2:27]1>>[CH2:1]([OH:2])[CH2:4][c:5]1[n:6][c:7]([S:10][C:11]([C:12](=[O:13])[OH:14])([CH3:15])[CH3:16])[s:8][cH:9]1.